Dataset: the Open Reaction Database (ORD), a public repository of structured organic reaction records. Task: describe an organic reaction: reactants, conditions, products, and yield Starting materials: C(C)(C)(C)OC(=O)N[C@H]1C[C@H](CC1)CCCCP(OCC)=O ((±)-cis-ethyl [3-(t-butyloxycarbonyl)aminocyclopentanyl]butyl-phosphinate). Run in Cl (HCl). Yields the product N[C@H]1C[C@H](CC1)CCCCP(O)=O ((±)-cis-(3-aminocyclopentanyl)butylphosphinic acid). RXN SMILES: C(OC([NH:8][C@@H:9]1[CH2:13][CH2:12][C@H:11]([CH2:14][CH2:15][CH2:16][CH2:17][PH:18](=[O:22])[O:19]CC)[CH2:10]1)=O)(C)(C)C>Cl>[NH2:8][C@@H:9]1[CH2:13][CH2:12][C@H:11]([CH2:14][CH2:15][CH2:16][CH2:17][PH:18](=[O:19])[OH:22])[CH2:10]1. Procedure details: A solution of (±)-cis-ethyl [3-(t-butyloxycarbonyl)aminocyclopentanyl]butylphosphinate (14) (1.07 g, 3.21 mmol) was dissolved in aqueous HCl (6 M, 40 cm3) and the solution heated at reflux for 30 hours. After cooling, the solution was evaporated to dryness under reduced pressure. The residue was dissolved in water (10 cm3) and applied to an ion exchange column (Dowex 50, H+). The column was eluted with water until the eluate was colourless and the pH 7. On further elution with aqueous pyridine (... The reactants are O1COC2=C1C=CC(=C2)C2(CCC1(OCCO1)CC2)O (8-(1,3-benzodioxol-5-yl)-1,4-dioxaspiro[4.5]decan-8-ol), O (water). Solvent: CC(=O)C (acetone), Cl (HCl). The product is O1COC2=C1C=CC(=C2)C2(CCC(CC2)=O)O (4-(1,3-benzodioxol-5-yl)-4-hydroxycyclohexanone). Isolated yield 94.9%. As a reaction SMILES: [O:1]1[C:5]2[CH:6]=[CH:7][C:8]([C:10]3([OH:20])[CH2:19][CH2:18][C:13]4(OCC[O:14]4)[CH2:12][CH2:11]3)=[CH:9][C:4]=2[O:3][CH2:2]1.O>CC(C)=O.Cl>[O:1]1[C:5]2[CH:6]=[CH:7][C:8]([C:10]3([OH:20])[CH2:11][CH2:12][C:13](=[O:14])[CH2:18][CH2:19]3)=[CH:9][C:4]=2[O:3][CH2:2]1. Procedure: A solution of 8-(1,3-benzodioxol-5-yl)-1,4-dioxaspiro[4.5]decan-8-ol (5 g, 18 mmole) in 75 ml acetone, 1 ml 12N HCl, and 50 ml water, was stirred for 2 hr. After dilution with an additional 50 ml water the solid was collected to give the product (4.0 g, 95%, mp: 166°-168° C.). The reactants are [Cl-].[NH4+] (ammonium chloride), O (water), O.[OH-].[Li+] (lithium hydroxide monohydrate), COC[C@@H](OC=1C=C(OC=2C=CC(=NC2)C(=O)OC)C=C(C1)C=1NC(=CC1)C=1O[C@H](CN1)C)C (Methyl 5-(3-[(1S)-2-methoxy-1-methylethoxy]-5-{5-[(5S)-5-methyl-4,5-dihydro-1,3-oxazol-2-yl]-1H-pyrrol-2-yl}phenoxy)pyridine-2-carboxylate). Run in CO (methanol). Reaction conditions: temperature 50 celsius, time 1 hour. The product is COC[C@@H](OC=1C=C(OC=2C=CC(=NC2)C(=O)O)C=C(C1)C=1NC(=CC1)C=1O[C@H](CN1)C)C (5-(3-[(1S)-2-Methoxy-1-methylethoxy]-5-{5-[(5S)-5-methyl-4,5-dihydro-1,3-oxazol-2-yl]-1H-pyrrol-2-yl}phenoxy)pyridine-2-carboxylic acid). Isolated yield 99.5%. Reaction SMILES: [CH3:1][O:2][CH2:3][C@H:4]([CH3:34])[O:5][C:6]1[CH:7]=[C:8]([CH:20]=[C:21]([C:23]2[NH:24][C:25]([C:28]3[O:29][C@@H:30]([CH3:33])[CH2:31][N:32]=3)=[CH:26][CH:27]=2)[CH:22]=1)[O:9][C:10]1[CH:11]=[CH:12][C:13]([C:16]([O:18]C)=[O:17])=[N:14][CH:15]=1.O.O.[OH-].[Li+].[Cl-].[NH4+]>CO>[CH3:1][O:2][CH2:3][C@H:4]([CH3:34])[O:5][C:6]1[CH:7]=[C:8]([CH:20]=[C:21]([C:23]2[NH:24][C:25]([C:28]3[O:29][C@@H:30]([CH3:33])[CH2:31][N:32]=3)=[CH:26][CH:27]=2)[CH:22]=1)[O:9][C:10]1[CH:11]=[CH:12][C:13]([C:16]([OH:18])=[O:17])=[N:14][CH:15]=1 |f:2.3.4,5.6|. Procedure: Methyl 5-(3-[(1S)-2-methoxy-1-methylethoxy]-5-{5-[(5S)-5-methyl-4,5-dihydro-1,3-oxazol-2-yl]-1H-pyrrol-2-yl}phenoxy)pyridine-2-carboxylate (264 mg, 0.57 mmol) synthesized in Example (129e) was dissolved in methanol (20 mL), and water (3 mL) and lithium hydroxide monohydrate (71 mg, 1.70 mmol) were added, followed by stirring at 50° C. for 1 hour under nitrogen atmosphere. To the reaction solution, a saturated aqueous ammonium chloride solution (50 mL) was added, followed by extraction twice with...